Dataset: the Open Reaction Database (ORD), a public repository of structured organic reaction records. Task: describe an organic reaction: reactants, conditions, products, and yield The reactants are three-mouth, ClC1=NC(=C2NC=NC2=N1)Cl (2,6-dichloropurine), C(C)(=O)OCC (ethyl acetate), pyridinium salt, acid, O1CCCC=C1 (2,3-dihydropyrane). Solvent: C(C)N(CC)CC (Triethylamine). Reaction conditions: time 5 minute. Product: N1=CN=C2N=CNC2=C1 (purin). Yield: 188.8%. As a reaction SMILES: Cl[C:2]1[N:10]=[C:9]2[C:5]([NH:6][CH:7]=[N:8]2)=[C:4](Cl)[N:3]=1.C(OCC)(=O)C.O1C=CCCC1>C(N(CC)CC)C>[N:3]1[CH:4]=[C:5]2[C:9]([N:8]=[CH:7][NH:6]2)=[N:10][CH:2]=1. Procedure details: In a 100 ml three-mouth bottle, 2,6-dichloropurine (10 g), ethyl acetate (50 ml), pyridinium salt of paratoluenesulfonic acid (0.2 g) are mixed. The above mixture is stirred and heated to a temperature of 35° C., 2,3-dihydropyrane (12 ml) is added thereto within 5 min, and the above mixture is reacted at 50˜60° C. for 3 h. The completion of reaction is checked with TCL analysis. Triethylamine (8 ml) is added to the bottle under refluxing allylamine (7 ml) is added thereto within 15 min, the abov... The reactants are [OH-].[Na+] (NaOH), COC1=CC(=CC=C1)N (m-Anisidine), B(Cl)(Cl)Cl (BCl3), C(=O)(C)Cl (AcCl), [Al+3].[Cl-].[Cl-].[Cl-] (AlCl3). Run in C(Cl)Cl (CH2Cl2). Conditions: temperature -50 celsius, time 30 minute. Yields the product NC1=C(C=CC(=C1)OC)C(C)=O (1-(2-Amino-4-methoxyphenyl)ethanone). RXN SMILES: [CH3:1][O:2][C:3]1[CH:8]=[CH:7][CH:6]=[C:5]([NH2:9])[CH:4]=1.B(Cl)(Cl)Cl.[C:14](Cl)([CH3:16])=[O:15].[Al+3].[Cl-].[Cl-].[Cl-].[OH-].[Na+]>C(Cl)Cl>[NH2:9][C:5]1[CH:4]=[C:3]([O:2][CH3:1])[CH:8]=[CH:7][C:6]=1[C:14](=[O:15])[CH3:16] |f:3.4.5.6,7.8|. Reported procedure: m-Anisidine (10.0 g, 82 mmol) was dissolved in CH2Cl2 (50 mL), and the solution was cooled to −50° C. BCl3 (1 M in CH2Cl2, 82 mL, 82 mmol) was added slowly during 20 min, after which the mixture was stirred at −50° C. for 30 min, followed by sequential addition of AcCl (6.0 mL, 84 mmol) and AlCl3 (11 g, 82 mmol). The mixture was stirred at −50° C. for 1 h and was then allowed to assume rt. After stirring at rt overnight, the solution was heated at 40° C. for 4 h, after which the mixture was pour... Reactants: solution, [OH-].[Na+] (NaOH), ICCC (1-iodopropane), ClC1=CC(=CC=C1)C(=O)OO (3-chloroperbenzoic acid), FC1=CC=C(C=C1)S (4-fluorothiophenol). Run in O (water), C(Cl)Cl (DCM), CO (MeOH). Run at time 1 hour. Yields the product FC1=CC=C(C=C1)S(=O)(=O)CCC (1-fluoro-4-(propylsulfonyl)benzene). Yield: 87.0%. As a reaction SMILES: [F:1][C:2]1[CH:7]=[CH:6][C:5]([SH:8])=[CH:4][CH:3]=1.[OH-:9].[Na+].I[CH2:12][CH2:13][CH3:14].ClC1C=CC=C(C(OO)=[O:23])C=1>CO.O.C(Cl)Cl>[F:1][C:2]1[CH:7]=[CH:6][C:5]([S:8]([CH2:12][CH2:13][CH3:14])(=[O:23])=[O:9])=[CH:4][CH:3]=1 |f:1.2|. Procedure details: A cooled (0° C.) solution of 4-fluorothiophenol (Merck Kgaa; 2.00 g; 15.6 mmol) in MeOH (40 ml) was treated with a 5 N solution of NaOH in water (3.28 ml) and 1-iodopropane (1.67 ml; 17.2 mmol). The reaction mixture was stirred at RT for 1 hour, the mixture was concentrated under reduced pressure, the residue taken up in EtOAc and washed with brine, dried on MgSO4, filtered and concentrated under reduced pressure. The intermediate thus obtained was dissolved in DCM (50 ml) and treated with 3-chl... The reactants are CCCCCCCCCCCCCC(=O)O, COC(C(=O)NC1CCC(O)CN(Cc2cccnc2)C1=O)C1OC(C)(C)OC(C=CC(C)(C)C)C1O, CN(C)c1ccncc1. Product: CCCCCCCCCCCCCC(=O)OC1CCC(NC(=O)C(OC)C2OC(C)(C)OC(C=CC(C)(C)C)C2O)C(=O)N(Cc2cccnc2)C1. Reaction SMILES: [C:1]([CH2:2][CH2:3][CH2:4][CH2:5][CH2:6][CH2:7][CH2:8][CH2:9][CH2:10][CH2:11][CH2:12][CH2:13][CH3:14])(=[O:15])[OH:16].[CH3:17][C:18]([CH:19]=[CH:20][CH:21]1[CH:22]([OH:51])[CH:23]([CH:29]([C:30](=[O:31])[NH:32][CH:33]2[C:34](=[O:48])[N:35]([CH2:41][c:42]3[cH:43][n:44][cH:45][cH:46][cH:47]3)[CH2:36][CH:37]([OH:40])[CH2:38][CH2:39]2)[O:49][CH3:50])[O:24][C:25]([CH3:27])([CH3:28])[O:26]1)([CH3:52])[CH3:53].[CH3:54][N:55]([CH3:56])[c:57]1[cH:58][cH:59][n:60][cH:61][cH:62]1>>[C:1]([CH2:2][CH2:3][CH2:4][CH2:5][CH2:6][CH2:7][CH2:8][CH2:9][CH2:10][CH2:11][CH2:12][CH2:13][CH3:14])([O:15][CH:37]1[CH2:36][N:35]([CH2:41][c:42]2[cH:43][n:44][cH:45][cH:46][cH:47]2)[C:34](=[O:48])[CH:33]([NH:32][C:30]([CH:29]([CH:23]2[CH:22]([OH:51])[CH:21]([CH:20]=[CH:19][C:18]([CH3:17])([CH3:52])[CH3:53])[O:26][C:25]([CH3:27])([CH3:28])[O:24]2)[O:49][CH3:50])=[O:31])[CH2:39][CH2:38]1)=[O:16]. Reactants: O (water), ClC(=O)OC1=CC=CC=C1 (Phenyl chloroformate), Cl.NO (hydroxylamine hydrochloride), C([O-])([O-])=O.[K+].[K+] (potassium carbonate). The solvent is CCOCC (ether), CCOCC (ether). Run at time 3 day. The product is C1(=CC=CC=C1)OC(NO)=O (Phenyl-N-hydroxycarbamate). As a reaction SMILES: Cl[C:2]([O:4][C:5]1[CH:10]=[CH:9][CH:8]=[CH:7][CH:6]=1)=[O:3].Cl.[NH2:12][OH:13].C(=O)([O-])[O-].[K+].[K+].O>CCOCC>[C:5]1([O:4][C:2](=[O:3])[NH:12][OH:13])[CH:10]=[CH:9][CH:8]=[CH:7][CH:6]=1 |f:1.2,3.4.5|. Procedure details: Phenyl chloroformate (10 g, 63.8 mmol) in ether (10 mL) was added dropwise to a stirred mixture of finely ground hydroxylamine hydrochloride (63.8 mmol, 4.43 g) and potassium carbonate (58.4 mmol, 8.07 g) in ether (10 mL) containing water (1 mL) at 0° C. The mixture was stirred at room temperature for three days, filtered, and the solvent evaporated to give the Phenyl-N-hydroxycarbamate as crystals, m.p. 99.5°-100.7° C. (9.20 g, 94%).